From a dataset of the Open Reaction Database (ORD), a public repository of structured organic reaction records. describe an organic reaction: reactants, conditions, products, and yield The product is COC(=O)C(=O)c1cc2c3c(c1)CCN3CCC2. The reactants are Brc1cc2c3c(c1)CCN3CCC2, O=C([O-])O, [Li]CCCC, COC(=O)C(=O)Cl, ClCCl, N#C[Cu], [Na+], C1CCOC1, O. As a reaction SMILES: [Br:1][c:2]1[cH:3][c:4]2[c:9]3[c:10]([cH:11]1)[CH2:12][CH2:13][N:8]3[CH2:7][CH2:6][CH2:5]2.[C:29](=[O:30])([OH:31])[O-:32].[CH2:14]([Li:15])[CH2:16][CH2:17][CH3:18].[Cl:22][C:23]([C:24](=[O:25])[O:26][CH3:27])=[O:28].[Cl:39][CH2:40][Cl:41].[Cu:19][C:20]#[N:21].[Na+:33].[O:34]1[CH2:35][CH2:36][CH2:37][CH2:38]1.[OH2:42]>>[c:2]1([C:23]([C:24](=[O:25])[O:26][CH3:27])=[O:28])[cH:3][c:4]2[c:9]3[c:10]([cH:11]1)[CH2:12][CH2:13][N:8]3[CH2:7][CH2:6][CH2:5]2. Reactants: FC(C(=O)O)(F)F (Trifluoroacetic acid), C(C)(C)(C)OC(N([C@@H]1CC2=CC=C(C=C2CC1)N(C)S(=O)(=O)C1=CC=C(C=C1)C(C)C)CC=C)=O (Allyl-{(S)-6-[(4-isopropyl-benzenesulfonyl)-methyl-amino]-1,2,3,4-tetrahydronaphthalen-2-yl}-carbamic acid tert-butyl ester), crude product. Run in ClCCl (dichloromethane), C(C)(=O)OCC (ethyl acetate). Reaction conditions: time 8 hour. Product: C(C=C)N[C@@H]1CC=2C=CC(=CC2CC1)N(S(=O)(=O)C1=CC=C(C=C1)C(C)C)C (N—((S)-6-Allylamino-5,6,7,8-tetrahydro-naphthalen-2-yl)-4-isopropyl-N-methylbenzenesulfonamide). The yield is 50.2%. RXN SMILES: C(OC(=O)[N:7]([CH2:32][CH:33]=[CH2:34])[C@H:8]1[CH2:17][CH2:16][C:15]2[C:10](=[CH:11][CH:12]=[C:13]([N:18]([S:20]([C:23]3[CH:28]=[CH:27][C:26]([CH:29]([CH3:31])[CH3:30])=[CH:25][CH:24]=3)(=[O:22])=[O:21])[CH3:19])[CH:14]=2)[CH2:9]1)(C)(C)C.FC(F)(F)C(O)=O>ClCCl.C(OCC)(=O)C>[CH2:32]([NH:7][C@H:8]1[CH2:17][CH2:16][C:15]2[CH:14]=[C:13]([N:18]([CH3:19])[S:20]([C:23]3[CH:28]=[CH:27][C:26]([CH:29]([CH3:30])[CH3:31])=[CH:25][CH:24]=3)(=[O:21])=[O:22])[CH:12]=[CH:11][C:10]=2[CH2:9]1)[CH:33]=[CH2:34]. Reported procedure: Allyl-{(S)-6-[(4-isopropyl-benzenesulfonyl)-methyl-amino]-1,2,3,4-tetrahydronaphthalen-2-yl}-carbamic acid tert-butyl ester (672 mg, 1.35 mmol) was dissolved in dichloromethane (30 ml). Trifluoroacetic acid (1 ml) was added and the reaction mixture was stirred at room temperature overnight. The reaction mixture was evaporated to dryness. Ethyl acetate (100 ml) was added and extracted with NaOH (2M). The organic layer was dried over magnesium sulfate, filtered, and evaporated to dryness to yield ... The reactants are [H-].[Li+].[Al+3].[H-].[H-].[H-] (aluminum lithium hydride), C1(=CC=C(C=C1)CN1C(=NC2=C1C=C(C=C2)C(=O)OCC)C)C2=CC=CC=C2 (1-(biphenyl-4-ylmethyl)-6-ethoxycarbonyl-2-methylbenzimidazole), [H-].[Li+].[Al+3].[H-].[H-].[H-] (aluminum lithium hydride), S(=O)(=O)([O-])[O-].[Na+].[Na+] (sodium sulfate). Run in O1CCCC1 (tetrahydrofuran), O1CCCC1 (Tetrahydrofuran), O1CCCC1 (tetrahydrofuran). Run at time 1 hour. Product: C1(=CC=C(C=C1)CN1C(=NC2=C1C=C(C=C2)CO)C)C2=CC=CC=C2 (1-(biphenyl-4-ylmethyl)-6-hydroxymethyl-2-methylbenzimidazole). The yield is 79.2%. RXN SMILES: [C:1]1([C:23]2[CH:28]=[CH:27][CH:26]=[CH:25][CH:24]=2)[CH:6]=[CH:5][C:4]([CH2:7][N:8]2[C:12]3[CH:13]=[C:14]([C:17](OCC)=[O:18])[CH:15]=[CH:16][C:11]=3[N:10]=[C:9]2[CH3:22])=[CH:3][CH:2]=1.[H-].[Li+].[Al+3].[H-].[H-].[H-].S([O-])([O-])(=O)=O.[Na+].[Na+]>O1CCCC1>[C:1]1([C:23]2[CH:28]=[CH:27][CH:26]=[CH:25][CH:24]=2)[CH:6]=[CH:5][C:4]([CH2:7][N:8]2[C:12]3[CH:13]=[C:14]([CH2:17][OH:18])[CH:15]=[CH:16][C:11]=3[N:10]=[C:9]2[CH3:22])=[CH:3][CH:2]=1 |f:1.2.3.4.5.6,7.8.9|. Reported procedure: Tetrahydrofuran (20 ml) solution of 1-(biphenyl-4-ylmethyl)-6-ethoxycarbonyl-2-methylbenzimidazole (5.30 g) is slowly added to a tetrahydrofuran (20 ml) solution of aluminum lithium hydride (2.17 g). Further, the solution is stirred for one hour at room temperature. By adding tetrahydrofuran (30 ml), the reaction solution is diluted. By adding a saturated sodium sulfate aqueous solution, the aluminum lithium hydride is decomposed, solidified and the tetrahydrofuran layer is separated. The solven... The reactants are C1(=CC=CC2=CC=CC=C12)CN1CCC(CC1)CN(C1=NC2=C(N1COCC[Si](C)(C)C)C=CC(=C2)C=O)COCC[Si](C)(C)C (2-[(1-naphthalen-1-ylmethyl-piperidin-4-ylmethyl)-(2-trimethylsilanyl-ethoxymethyl)-amino)-1-(2-trimethylsilanyl-ethoxymethyl)-1H-benzimidazole-5-carboaldehyde), O1CCCC1 (tetrahydrofuran), [Cl-].[NH4+] (ammonium chloride). Run in C(C)[Mg]Br (ethylmagnesium bromide). Conditions: time 13 minute. The product is C1(=CC=CC2=CC=CC=C12)CN1CCC(CC1)CN(C1=NC2=C(N1COCC[Si](C)(C)C)C=CC(=C2)C(CC)O)COCC[Si](C)(C)C (1-[2-[(1-naphthalen-1-ylmethyl-piperidin-4-ylmethyl)-(2-trimethylsilanyl-ethoxymethyl)-amino]-1-(2-trimethylsilanyl-ethoxymethyl)-1H-benzimidazol-5-yl]-propan-1-ol). As a reaction SMILES: [C:1]1([CH2:11][N:12]2[CH2:17][CH2:16][CH:15]([CH2:18][N:19]([CH2:39][O:40][CH2:41][CH2:42][Si:43]([CH3:46])([CH3:45])[CH3:44])[C:20]3[N:24]([CH2:25][O:26][CH2:27][CH2:28][Si:29]([CH3:32])([CH3:31])[CH3:30])[C:23]4[CH:33]=[CH:34][C:35]([CH:37]=[O:38])=[CH:36][C:22]=4[N:21]=3)[CH2:14][CH2:13]2)[C:10]2[C:5](=[CH:6][CH:7]=[CH:8][CH:9]=2)[CH:4]=[CH:3][CH:2]=1.[Cl-].[NH4+].O1CC[CH2:51][CH2:50]1>C([Mg]Br)C>[C:1]1([CH2:11][N:12]2[CH2:13][CH2:14][CH:15]([CH2:18][N:19]([CH2:39][O:40][CH2:41][CH2:42][Si:43]([CH3:46])([CH3:45])[CH3:44])[C:20]3[N:24]([CH2:25][O:26][CH2:27][CH2:28][Si:29]([CH3:30])([CH3:31])[CH3:32])[C:23]4[CH:33]=[CH:34][C:35]([CH:37]([OH:38])[CH2:50][CH3:51])=[CH:36][C:22]=4[N:21]=3)[CH2:16][CH2:17]2)[C:10]2[C:5](=[CH:6][CH:7]=[CH:8][CH:9]=2)[CH:4]=[CH:3][CH:2]=1 |f:1.2|. Procedure: After dissolving 2-[(1-naphthalen-1-ylmethyl-piperidin-4-ylmethyl)-(2-trimethylsilanyl-ethoxymethyl)-amino)-1-(2-trimethylsilanyl-ethoxymethyl)-1H-benzimidazole-5-carboaldehyde (86 mg, 0.131 mmol) in anhydrous tetrahydrofuran (1.2 ml) under a nitrogen stream, ethylmagnesium bromide (0.26 ml, 1M tetrahydrofuran solution) was added at 0° C., and the mixture was stirred at room temperature for 13 minutes. Saturated aqueous ammonium chloride was added, and extraction was performed with ethyl acetate... Reactants: COc1ccc2ccccc2c1 (substrate), Cn1c([Li])cc4ccccc41 (effective_coupling_partner). Reagents/catalysts: SIMes. Conditions: temperature 70 celsius, time 12 hour. Product: Cn1c(c2ccc3ccccc3c2)cc4ccccc41. The reactants are [N+](=O)([O-])C=1C=C(OCCCN2C(C=3C(C2=O)=CC=CC3)=O)C=CC1 (N-[3-(3-Nitrophenoxy)propyl]phthalimide). Reagents/catalysts: [Pd] (palladium on carbon). Run in COCCO (2-methoxyethanol). Run at time 45 minute. Product: NC=1C=C(OCCCN2C(C=3C(C2=O)=CC=CC3)=O)C=CC1 (N-[3-(3-Aminophenoxy)propyl]phthalimide). The yield is 99.1%. As a reaction SMILES: [N+:1]([C:4]1[CH:5]=[C:6]([CH:22]=[CH:23][CH:24]=1)[O:7][CH2:8][CH2:9][CH2:10][N:11]1[C:15](=[O:16])[C:14]2=[CH:17][CH:18]=[CH:19][CH:20]=[C:13]2[C:12]1=[O:21])([O-])=O>[Pd].COCCO>[NH2:1][C:4]1[CH:5]=[C:6]([CH:22]=[CH:23][CH:24]=1)[O:7][CH2:8][CH2:9][CH2:10][N:11]1[C:12](=[O:21])[C:13]2=[CH:20][CH:19]=[CH:18][CH:17]=[C:14]2[C:15]1=[O:16]. Reported procedure: A suspension of N-[3-(3-nitrophenoxy)propyl]phthalimide (1.0 g; 3.1 mmoles) [prepared in Step A] and 10% palladium on carbon (0.2 g) in 100 ml of 2-methoxyethanol was hydrogenated in a Parr Apparatus at ambient temperature for 45 minutes. The reaction mixture was filtered and the filtrate was evaporated to dryness to give 0.91 g of crude product.